Task: describe an organic reaction: reactants, conditions, products, and yield. Dataset: the Open Reaction Database (ORD), a public repository of structured organic reaction records Reactants: CCc1[nH]c2cc(C)c(Oc3ccc(OC(F)(F)F)cc3)cc2c(=O)c1C, CN(C)C=O, COC(=O)Cl, [H-], [Na+]. Yields the product CCc1nc2cc(C)c(Oc3ccc(OC(F)(F)F)cc3)cc2c(OC(=O)OC)c1C. RXN SMILES: [CH2:1]([CH3:2])[c:3]1[nH:4][c:5]2[cH:6][c:7]([CH3:27])[c:8]([O:15][c:16]3[cH:17][cH:18][c:19]([O:22][C:23]([F:24])([F:25])[F:26])[cH:20][cH:21]3)[cH:9][c:10]2[c:11](=[O:14])[c:12]1[CH3:13].[CH3:35][N:36]([CH3:37])[CH:38]=[O:39].[Cl:30][C:31](=[O:32])[O:33][CH3:34].[H-:28].[Na+:29]>>[CH2:1]([CH3:2])[c:3]1[n:4][c:5]2[cH:6][c:7]([CH3:27])[c:8]([O:15][c:16]3[cH:17][cH:18][c:19]([O:22][C:23]([F:24])([F:25])[F:26])[cH:20][cH:21]3)[cH:9][c:10]2[c:11]([O:14][C:31](=[O:32])[O:33][CH3:34])[c:12]1[CH3:13].